This data is from the Open Reaction Database (ORD), a public repository of structured organic reaction records. The task is: describe an organic reaction: reactants, conditions, products, and yield Starting materials: CC(C)C1=CC(=C(C(=C1)C(C)C)C2=C(C=CC=C2)P(C3CCCCC3)C4CCCCC4)C(C)C (X-Phos), ClC=1C=C(C=2N(N1)C=CN2)NC2=NC(=CC=C2)N2C(CCC2)C (6-chloro-N-(6-(2-methylpyrrolidin-1-yl)pyridin-2-yl)imidazo[1,2-b]pyridazin-8-amine), C(C)(C)(C)C1=CC=C(C=C1)B(O)O (4-tert-butylphenylboronic acid), C(=O)([O-])[O-].[Na+].[Na+] (Na2CO3). The reagents and catalysts are C=1C=CC(=CC1)/C=C/C(=O)/C=C/C2=CC=CC=C2.C=1C=CC(=CC1)/C=C/C(=O)/C=C/C2=CC=CC=C2.[Pd] (Pd(dba)2). Run in O1CCOCC1.O (dioxane H2O). Product: CC1N(CCC1)C1=CC=CC(=N1)NC=1C=2N(N=C(C1)C=1C=C(C=CC1)O)C=CN2 (3-(8-(6-(2-methylpyrrolidin-1-yl)pyridin-2-ylamino)imidazo[1,2-b]pyridazin-6-yl)phenol). The yield is 87.0%. Reaction SMILES: Cl[C:2]1[CH:3]=[C:4]([NH:11][C:12]2[CH:17]=[CH:16][CH:15]=[C:14]([N:18]3[CH2:22][CH2:21][CH2:20][CH:19]3[CH3:23])[N:13]=2)[C:5]2[N:6]([CH:8]=[CH:9][N:10]=2)[N:7]=1.C([C:28]1[CH:33]=[CH:32][C:31](B(O)O)=[CH:30][CH:29]=1)(C)(C)C.C([O-])([O-])=[O:38].[Na+].[Na+].CC(C1C=C(C(C)C)C(C2C=CC=CC=2P(C2CCCCC2)C2CCCCC2)=C(C(C)C)C=1)C>O1CCOCC1.O.C1C=CC(/C=C/C(/C=C/C2C=CC=CC=2)=O)=CC=1.C1C=CC(/C=C/C(/C=C/C2C=CC=CC=2)=O)=CC=1.[Pd]>[CH3:23][CH:19]1[CH2:20][CH2:21][CH2:22][N:18]1[C:14]1[N:13]=[C:12]([NH:11][C:4]2[C:5]3[N:6]([CH:8]=[CH:9][N:10]=3)[N:7]=[C:2]([C:29]3[CH:30]=[C:31]([OH:38])[CH:32]=[CH:33][CH:28]=3)[CH:3]=2)[CH:17]=[CH:16][CH:15]=1 |f:2.3.4,6.7,8.9.10|. Reported procedure: To a solution of 6-chloro-N-(6-(2-methylpyrrolidin-1-yl)pyridin-2-yl)imidazo[1,2-b]pyridazin-8-amine (550 mg, 1.68 mmol) and 4-tert-butylphenylboronic acid (345 mg, 2.52 mmol) in dioxane/H2O (20 mL/2 mL) was added Na2CO3 (356 mg, 3.36 mmol) followed by Pd(dba)2 (193 mg, 0.336 mmol) and X-Phos (80 mg, 0.168 mmol) under nitrogen with stirring. The mixture was refluxed for 16 h under nitrogen. After cooling, the solvent was concentrated in vacuo. The residue was purified by chromatography (silica, ...